From a dataset of the Open Reaction Database (ORD), a public repository of structured organic reaction records. describe an organic reaction: reactants, conditions, products, and yield Reactants: IC1=C2C(=NC=C1)C=NN2C (7-iodo-1-methyl-1H-pyrazolo[4,3-b]pyridine), IC=1C=2C(N=CC1)=CN(N2)C (7-iodo-2-methyl-2H-pyrazolo[4,3-b]pyridine), FC=1C(=NC(=CC1)C)C1=NC=C(C(=C1)N)C (3′-fluoro-5,6′-dimethyl-2,2′-bipyridin-4-amine), CC1(C2=CC=CC(=C2OC=2C(=CC=CC12)P(C1=CC=CC=C1)C1=CC=CC=C1)P(C1=CC=CC=C1)C1=CC=CC=C1)C ((9,9-dimethyl-9H-xanthene-4,5-diyl)bis(diphenylphosphine)), CC(C)(C)[O-].[Na+] (sodium 2-methylpropan-2-olate). The reagents and catalysts are C=1C=CC(=CC1)/C=C/C(=O)/C=C/C2=CC=CC=C2.C=1C=CC(=CC1)/C=C/C(=O)/C=C/C2=CC=CC=C2.C=1C=CC(=CC1)/C=C/C(=O)/C=C/C2=CC=CC=C2.[Pd].[Pd] (tris(dibenzylideneacetone)dipalladium(0)). The solvent is O1CCOCC1 (dioxane). Conditions: temperature 110 celsius. The product is FC=1C(=NC(=CC1)C)C1=NC=C(C(=C1)NC=1C=2C(N=CC1)=CN(N2)C)C (N-(3′-fluoro-5,6′-dimethyl-2,2′-bipyridin-4-yl)-2-methyl-2H-pyrazolo[4,3-b]pyridin-7-amine). RXN SMILES: IC1C=CN=C2C=NN(C)C=12.I[C:13]1[C:14]2[C:15](=[CH:19][N:20]([CH3:22])[N:21]=2)[N:16]=[CH:17][CH:18]=1.[F:23][C:24]1[C:25]([C:31]2[CH:36]=[C:35]([NH2:37])[C:34]([CH3:38])=[CH:33][N:32]=2)=[N:26][C:27]([CH3:30])=[CH:28][CH:29]=1.CC1(C)C2C=CC=C(P(C3C=CC=CC=3)C3C=CC=CC=3)C=2OC2C1=CC=CC=2P(C1C=CC=CC=1)C1C=CC=CC=1.CC([O-])(C)C.[Na+]>O1CCOCC1.C1C=CC(/C=C/C(/C=C/C2C=CC=CC=2)=O)=CC=1.C1C=CC(/C=C/C(/C=C/C2C=CC=CC=2)=O)=CC=1.C1C=CC(/C=C/C(/C=C/C2C=CC=CC=2)=O)=CC=1.[Pd].[Pd]>[F:23][C:24]1[C:25]([C:31]2[CH:36]=[C:35]([NH:37][C:13]3[C:14]4[C:15](=[CH:19][N:20]([CH3:22])[N:21]=4)[N:16]=[CH:17][CH:18]=3)[C:34]([CH3:38])=[CH:33][N:32]=2)=[N:26][C:27]([CH3:30])=[CH:28][CH:29]=1 |f:4.5,7.8.9.10.11|. Reported procedure: A mixture of 7-iodo-1-methyl-1H-pyrazolo[4,3-b]pyridine and 7-iodo-2-methyl-2H-pyrazolo[4,3-b]pyridine (162 mg, 0.625 mmol), 3′-fluoro-5,6′-dimethyl-2,2′-bipyridin-4-amine (136 mg, 0.625 mmol), tris(dibenzylideneacetone)dipalladium(0) (28.6 mg, 0.031 mmol), (9,9-dimethyl-9H-xanthene-4,5-diyl)bis(diphenylphosphine) (18.09 mg, 0.031 mmol) and sodium 2-methylpropan-2-olate (180 mg, 1.876 mmol) were combined in dioxane (15 mL) and heated at 110° C. for 15 minutes. The solvent was then removed in vac... Reactants: ClC1=C2C(NC(=N1)SC)=NC=C2 (4-chloro-2-methylthiopyrrolo[2,3-d]-pyrimidine), C1(CCCCC1)N (cyclohexylamine). Product: C1(CCCCC1)NC1=C2C(NC(=N1)SC)=NC=C2 (4-cyclohexylamino-2-methylthiopyrrolo[2,3-d]pyrimidine). Reaction SMILES: Cl[C:2]1[N:7]=[C:6]([S:8][CH3:9])[NH:5][C:4]2=[N:10][CH:11]=[CH:12][C:3]=12.[CH:13]1([NH2:19])[CH2:18][CH2:17][CH2:16][CH2:15][CH2:14]1>>[CH:13]1([NH:19][C:2]2[N:7]=[C:6]([S:8][CH3:9])[NH:5][C:4]3=[N:10][CH:11]=[CH:12][C:3]=23)[CH2:18][CH2:17][CH2:16][CH2:15][CH2:14]1. Procedure details: To 100 mg of 4-chloro-2-methylthiopyrrolo[2,3-d]-pyrimidine was added 2 ml of cyclohexylamine. The solution was heated at reflux under nitrogen for 2 hours. The resulting dark oil was purified by chromatography on 30 g of Sephadex LH-20, elution with H2O and then with increasing concentrations of EtOH up to 40% EtOH. The appropriate fractions were combined and evaporated to dryness and the solid residue was crystallized from EtOH/H2O to afford white crystals of product, yield 67 mg (51%), m.p. 1...